This data is from the Open Reaction Database (ORD), a public repository of structured organic reaction records. The task is: describe an organic reaction: reactants, conditions, products, and yield Starting materials: O=C(O)c1cncc(Br)c1, CCOC(=O)Cl. Product: OCc1cncc(Br)c1. Reaction SMILES: [Br:1][c:2]1[cH:3][n:4][cH:5][c:6]([C:7](=[O:8])[OH:9])[cH:10]1.[Cl:11][C:12]([O:13][CH2:14][CH3:15])=[O:16]>>[Br:1][c:2]1[cH:3][n:4][cH:5][c:6]([CH2:7][OH:8])[cH:10]1. Starting materials: C(C1=CC=CC=C1)(=O)Cl (Benzoyl chloride), C1(=O)OCC2=CC=CC=C12 (Phthalide), [OH-].[Na+] (NaOH), ice, Cl (HCl). Run in O (water). Run at temperature 60 celsius, time 1 hour. Yields the product C(C1=CC=CC=C1)(=O)OCC1=C(C(=O)O)C=CC=C1 (2-benzoyloxymethylbenzoic acid). The yield is 38.3%. As a reaction SMILES: [C:1]1([C:10]2[C:5](=[CH:6][CH:7]=[CH:8][CH:9]=2)[CH2:4][O:3]1)=[O:2].[OH-:11].[Na+].[C:13](Cl)(=[O:20])[C:14]1[CH:19]=[CH:18][CH:17]=[CH:16][CH:15]=1.Cl>O>[C:13]([O:3][CH2:4][C:5]1[CH:6]=[CH:7][CH:8]=[CH:9][C:10]=1[C:1]([OH:2])=[O:11])(=[O:20])[C:14]1[CH:19]=[CH:18][CH:17]=[CH:16][CH:15]=1 |f:1.2|. Reported procedure: Phthalide (134 g, 1 mole) is dissolved in 20% NaOH (715 ml, 3.58 mole) by heating the mixture to about 60° C. The obtained solution is diluted with water (750 ml) and ice (5 kg). Benzoyl chloride (151 ml, 1.3 mole) is added in 10 minutes with vigorous stirring and about 1 hour later the pH of the reaction mixture is brought to 2.5 by the addition of 10% HCl (750 ml). The solid which is collected under vacuum filtration is washed carefully with warm water (4×1500 ml) and crystallized from ethanol...